From a dataset of the Open Reaction Database (ORD), a public repository of structured organic reaction records. describe an organic reaction: reactants, conditions, products, and yield The reactants are C(C1=CC=CC=C1)(=O)N1CC=CC1 (1-benzoyl-2,5-dihydropyrrole), CS(=O)(=O)Cl (methanesulphonyl chloride), C([O-])([O-])=O.[Na+].[Na+] (sodium carbonate), N (ammonia). Run in C(Cl)Cl (methylene chloride), O1CCCC1 (tetrahydrofuran), O (water). Run at time 16 hour. The product is C(C1=CC=CC=C1)(=O)N1C[C@H]([C@@H](C1)SC)N (1-Benzoyl-trans-3-amino-4-methylthio-pyrrolidine). As a reaction SMILES: [C:1]([N:9]1[CH2:13][CH:12]=[CH:11][CH2:10]1)(=[O:8])[C:2]1[CH:7]=[CH:6][CH:5]=[CH:4][CH:3]=1.[CH3:14][S:15](Cl)(=O)=O.[NH3:19].C(=O)([O-])[O-].[Na+].[Na+]>O1CCCC1.O.C(Cl)Cl>[C:1]([N:9]1[CH2:13][C@@H:12]([S:15][CH3:14])[C@H:11]([NH2:19])[CH2:10]1)(=[O:8])[C:2]1[CH:7]=[CH:6][CH:5]=[CH:4][CH:3]=1 |f:3.4.5|. Procedure details: 41.5 g (0.24 mol) of 1-benzoyl-2,5-dihydropyrrole are initially introduced into 240 ml of methylene chloride, and 24.8 g (0.3 mol) of methanesulphonyl chloride are added dropwise at 0° C. The mixture is subsequently stirred at room temperature for 16 hours, the solvent is then stripped off under 8 mbar and the residue is taken up in 240 ml of tetrahydrofuran. After addition of 65 g of 25% strength ammonia solution, the mixture is heated at 80° C. in an autoclave for 10 hours. It is then poured i... The reactants are CN(C)C=O, CC(C)(C)[O-], CCOC(C)=O, CC(O)(CN1CCN(C(=O)OCC=Cc2ccc(C(F)(F)F)cc2)CC1)Cn1cc([N+](=O)[O-])nc1S(=O)(=O)c1ccc([N+](=O)[O-])cc1, [Na+], O. Product: CC1(CN2CCN(C(=O)OCC=Cc3ccc(C(F)(F)F)cc3)CC2)Cn2cc([N+](=O)[O-])nc2O1. Reaction SMILES: [CH3:1][N:2]([CH3:3])[CH:4]=[O:5].[CH3:53][C:54]([CH3:55])([O-:56])[CH3:57].[CH3:60][CH2:61][O:62][C:63](=[O:64])[CH3:65].[N+:6](=[O:7])([O-:8])[c:9]1[n:10][c:11]([S:41]([c:42]2[cH:43][cH:44][c:45]([N+:46]([O-:47])=[O:48])[cH:49][cH:50]2)(=[O:51])=[O:52])[n:12]([CH2:14][C:15]([CH2:16][N:17]2[CH2:18][CH2:19][N:20]([C:23](=[O:24])[O:25][CH2:26][CH:27]=[CH:28][c:29]3[cH:30][cH:31][c:32]([C:35]([F:36])([F:37])[F:38])[cH:33][cH:34]3)[CH2:21][CH2:22]2)([CH3:39])[OH:40])[cH:13]1.[Na+:58].[OH2:59]>>[N+:6](=[O:7])([O-:8])[c:9]1[n:10][c:11]2[n:12]([cH:13]1)[CH2:14][C:15]([CH2:16][N:17]1[CH2:18][CH2:19][N:20]([C:23](=[O:24])[O:25][CH2:26][CH:27]=[CH:28][c:29]3[cH:30][cH:31][c:32]([C:35]([F:36])([F:37])[F:38])[cH:33][cH:34]3)[CH2:21][CH2:22]1)([CH3:39])[O:40]2. The reactants are C(C1=CC=CC=C1)OC(=O)N1CCC(CC1)CNC1=NC(=NC(=C1)C)Cl (4-[(2-chloro-6-methyl-pyrimidin-4-ylamino)-methyl]-piperidine-1-carboxylic acid benzyl ester). Reagents/catalysts: [Pd] (Pd/C). Solvent: C(C)O (ethanol). Conditions: time 6 hour. Product: CC1=CC(=NC=N1)NCC1CCNCC1 (4-[(6-methyl-pyrimidin-4-ylamino)-methyl]-piperidine). RXN SMILES: C(OC([N:11]1[CH2:16][CH2:15][CH:14]([CH2:17][NH:18][C:19]2[CH:24]=[C:23]([CH3:25])[N:22]=[C:21](Cl)[N:20]=2)[CH2:13][CH2:12]1)=O)C1C=CC=CC=1>C(O)C.[Pd]>[CH3:25][C:23]1[N:22]=[CH:21][N:20]=[C:19]([NH:18][CH2:17][CH:14]2[CH2:15][CH2:16][NH:11][CH2:12][CH2:13]2)[CH:24]=1. Procedure: A mixture of 4-[(2-chloro-6-methyl-pyrimidin-4-ylamino)-methyl]-piperidine-1-carboxylic acid benzyl ester (EXAMPLE 57, 0.50 g, 1.33 mmol), Pd/C (10%, 0.05 g) in absolute ethanol (15 mL) was vigorously stirred under 1 atm H2 for 6 h. Filtered and concentrated, the reaction gave 4-[(6-methyl-pyrimidin-4-ylamino)-methyl]-piperidine. M.S. (M+1): 207.30 The reactants are C(=O)N (Formamide), P12(=S)SP3(=S)SP(=S)(S1)SP(=S)(S2)S3 (phosphorus pentasulfide), solution, BrCC(=O)C1=C(C(=C(OCCCOC2=C(C3=C(CCC(O3)C(=O)OC)C=C2)CCC)C=C1)CC=C)OC (Methyl 7-[3-[4-(2-bromo-1-oxoethyl)-3-methoxy-2-(2-propenyl)phenoxy]propoxy]-3,4-dihydro-8-propyl-2H-1-benzopyran-2-carboxylate), C([O-])([O-])=O.[Mg+2] (magnesium carbonate). The solvent is C(C)OCC (ethyl ether), O1CCOCC1 (dioxane), O1CCOCC1 (dioxane). Yields the product COC=1C(=C(OCCCOC2=C(C3=C(CCC(O3)C(=O)OC)C=C2)CCC)C=CC1C=1N=CSC1)CC=C (Methyl 3,4-dihydro-7-[3-[3-methoxy-2-(2-propenyl)-4-(4-thiazolyl)phenoxy]-propoxy]-8-propyl-2H-1-benzopyran-2-carboxylate). Yield: 51.0%. Reaction SMILES: [CH:1]([NH2:3])=O.P12(SP3(SP(SP(S3)(S1)=S)(=S)S2)=S)=[S:5].Br[CH2:19][C:20]([C:22]1[CH:49]=[CH:48][C:25]([O:26][CH2:27][CH2:28][CH2:29][O:30][C:31]2[CH:44]=[CH:43][C:34]3[CH2:35][CH2:36][CH:37]([C:39]([O:41][CH3:42])=[O:40])[O:38][C:33]=3[C:32]=2[CH2:45][CH2:46][CH3:47])=[C:24]([CH2:50][CH:51]=[CH2:52])[C:23]=1[O:53][CH3:54])=O.C(=O)([O-])[O-].[Mg+2]>O1CCOCC1.C(OCC)C>[CH3:54][O:53][C:23]1[C:24]([CH2:50][CH:51]=[CH2:52])=[C:25]([CH:48]=[CH:49][C:22]=1[C:20]1[N:3]=[CH:1][S:5][CH:19]=1)[O:26][CH2:27][CH2:28][CH2:29][O:30][C:31]1[CH:44]=[CH:43][C:34]2[CH2:35][CH2:36][CH:37]([C:39]([O:41][CH3:42])=[O:40])[O:38][C:33]=2[C:32]=1[CH2:45][CH2:46][CH3:47] |f:3.4|. Procedure details: Formamide (0.15 mL, 4.3 mmol) and phosphorus pentasulfide (0.33 g, 0.73 mmol) in 15 mL dioxane were refluxed for 2 hr., and 4 mL of this solution was added to 59 mg of the compound of Example 15 in 2 mL dioxane with 100 mg magnesium carbonate. The reaction mixture was refluxed for 1.75 hr. and poured into ethyl ether/1 N sodium hydroxide. The ether layer was washed with brine, dried over sodium sulfate, and concentrated. Flash chromatography on silica gel using 8:1 hexane/ethyl acetate as eluant...